describe an organic reaction: reactants, conditions, products, and yield From a dataset of the Open Reaction Database (ORD), a public repository of structured organic reaction records. The reactants are O=C([O-])[O-], COCCOC, Cl, O=S(=O)(OCC(F)(F)C(F)(F)F)C(F)(F)F, [K+], [K+], N#CCC#N. Yields the product N#CC(C#N)CC(F)(F)C(F)(F)F. Reaction SMILES: [C:22](=[O:23])([O-:24])[O-:25].[CH3:29][O:30][CH2:31][CH2:32][O:33][CH3:34].[ClH:28].[F:1][C:2]([F:3])([F:4])[S:5]([O:6][CH2:7][C:8]([C:9]([F:10])([F:11])[F:12])([F:13])[F:14])(=[O:15])=[O:16].[K+:26].[K+:27].[N:17]#[C:18][CH2:19][C:20]#[N:21]>>[CH2:7]([C:8]([C:9]([F:10])([F:11])[F:12])([F:13])[F:14])[CH:19]([C:18]#[N:17])[C:20]#[N:21]. Reactants: C(C#CC)OC1=NC=NC(=C1F)Cl (4-(2-butynyloxy)-6-chloro-5-fluoropyrimidine), CC1CNCC(C1)C (3,5-dimethylpiperidine). Solvent: C(C)O (ethanol). Conditions: time 8 hour. Yields the product C(C#CC)OC1=NC=NC(=C1F)N1CC(CC(C1)C)C (4-(2-butynyloxy)-5-fluoro-6-(3,5-dimethylpiperidino)pyrimidine). Isolated yield 96.4%. RXN SMILES: [CH2:1]([O:5][C:6]1[C:11]([F:12])=[C:10](Cl)[N:9]=[CH:8][N:7]=1)[C:2]#[C:3][CH3:4].[CH3:14][CH:15]1[CH2:20][CH:19]([CH3:21])[CH2:18][NH:17][CH2:16]1>C(O)C>[CH2:1]([O:5][C:6]1[C:11]([F:12])=[C:10]([N:17]2[CH2:18][CH:19]([CH3:21])[CH2:20][CH:15]([CH3:14])[CH2:16]2)[N:9]=[CH:8][N:7]=1)[C:2]#[C:3][CH3:4]. Reported procedure: Into 3 ml of ethanol was resolved 0.3 g of 4-(2-butynyloxy)-6-chloro-5-fluoropyrimidine, 0.51 g of 3,5-dimethylpiperidine (cis/trans=about 3/1) was added therein, and the mixture was stirred for 8 hours under reflux condition. The reaction mixture was cooled to near room temperature, and concentrated. Into the residue was added a saturated ammonium chloride aqueous solution, and the mixture was extracted with tert-butyl methyl ether three times. The organic layers were washed with a saturated so... The reactants are CCCCOc1c(CN(C(=O)[O-])C(C)(C)C)n(CC(C)C)c(=O)c2ccc(-c3cccs3)cc12, CCOC(C)=O, Cl. Product: Cl, CCCCOc1c(CN)n(CC(C)C)c(=O)c2ccc(-c3cccs3)cc12. Reaction SMILES: [C:1]([N:5]([C:2](=[O:3])[O-:4])[CH2:9][c:10]1[n:11]([CH2:31][CH:32]([CH3:33])[CH3:34])[c:12](=[O:30])[c:13]2[cH:14][cH:15][c:16](-[c:25]3[s:26][cH:27][cH:28][cH:29]3)[cH:17][c:18]2[c:19]1[O:20][CH2:21][CH2:22][CH2:23][CH3:24])([CH3:6])([CH3:7])[CH3:8].[CH3:36][CH2:37][O:38][C:39](=[O:40])[CH3:41].[ClH:35]>>[ClH:35].[NH2:5][CH2:9][c:10]1[n:11]([CH2:31][CH:32]([CH3:33])[CH3:34])[c:12](=[O:30])[c:13]2[cH:14][cH:15][c:16](-[c:25]3[s:26][cH:27][cH:28][cH:29]3)[cH:17][c:18]2[c:19]1[O:20][CH2:21][CH2:22][CH2:23][CH3:24]. The reactants are C(C)(=O)N1[C@@H](CCC1)CC#N (((S)-1-Acetylpyrrolidin-2-yl)acetonitrile), Cl.N1[C@H](CCC1)CC#N (((R)-pyrrolidin-2-yl)acetonitrile hydrochloride), Cl.N1[C@H](CCC1)CC#N (((R)-pyrrolidin-2-yl)acetonitrile hydrochloride). Product: C(C)(=O)N1[C@H](CCC1)CC#N (((R)-1-Acetylpyrrolidin-2-yl)acetonitrile). Reaction SMILES: [C:1]([N:4]1[CH2:8][CH2:7][CH2:6][C@H:5]1[CH2:9][C:10]#[N:11])(=[O:3])[CH3:2].Cl.N1CCC[C@@H]1CC#N>>[C:1]([N:4]1[CH2:8][CH2:7][CH2:6][C@@H:5]1[CH2:9][C:10]#[N:11])(=[O:3])[CH3:2] |f:1.2|. Procedure: Prepared by proceeding in a similar manner to Intermediate 137, starting from ((R)-pyrrolidin-2-yl)acetonitrile hydrochloride (Intermediate 143) and used without further characterisation. The reactants are CCCCCCCCCCCCC(=O)c1c[nH]c(C(=O)OC)c1, CCO. The product is CCCCCCCCCCCCCc1c[nH]c(C(=O)OC)c1. As a reaction SMILES: [C:1]([CH2:2][CH2:3][CH2:4][CH2:5][CH2:6][CH2:7][CH2:8][CH2:9][CH2:10][CH2:11][CH2:12][CH3:13])(=[O:14])[c:15]1[cH:16][c:17]([C:20](=[O:21])[O:22][CH3:23])[nH:18][cH:19]1.[CH3:24][CH2:25][OH:26]>>[CH2:1]([CH2:2][CH2:3][CH2:4][CH2:5][CH2:6][CH2:7][CH2:8][CH2:9][CH2:10][CH2:11][CH2:12][CH3:13])[c:15]1[cH:16][c:17]([C:20](=[O:21])[O:22][CH3:23])[nH:18][cH:19]1. Starting materials: NC1=NNC2=C1C(N(C=C2)C2=C(C=C(C=C2F)NC(C)=O)F)=O (N-(4-(3-amino-4-oxo-1H-pyrazolo[4,3-c]pyridin-5(4H)-yl)-3,5-difluorophenyl)acetamide), BrBr (bromine). The solvent is C(C)(=O)O (acetic acid). Conditions: temperature 80 celsius, time 2 hour. Product: Br.NC1=NNC2=C1C(N(C=C2Br)C2=C(C=C(C=C2F)NC(C)=O)F)=O (N-(4-(3-amino-7-bromo-4-oxo-1H-pyrazolo[4,3-c]pyridin-5(4H)-yl)-3,5-difluorophenyl)acetamide hydrobromide). RXN SMILES: [NH2:1][C:2]1[C:6]2[C:7](=[O:23])[N:8]([C:11]3[C:16]([F:17])=[CH:15][C:14]([NH:18][C:19](=[O:21])[CH3:20])=[CH:13][C:12]=3[F:22])[CH:9]=[CH:10][C:5]=2[NH:4][N:3]=1.[Br:24]Br>C(O)(=O)C>[BrH:24].[NH2:1][C:2]1[C:6]2[C:7](=[O:23])[N:8]([C:11]3[C:12]([F:22])=[CH:13][C:14]([NH:18][C:19](=[O:21])[CH3:20])=[CH:15][C:16]=3[F:17])[CH:9]=[C:10]([Br:24])[C:5]=2[NH:4][N:3]=1 |f:3.4|. Procedure details: To a mixture of N-(4-(3-amino-4-oxo-1H-pyrazolo[4,3-c]pyridin-5(4H)-yl)-3,5-difluorophenyl)acetamide obtained in Step D (0.67 g) and acetic acid (30 mL) was slowly added bromine (0.21 mL) at 80° C., and the reaction mixture was stirred at 80° C. for 2 hr. The solvent was evaporated under reduced pressure, and the residue was recrystallized from acetic acid to give the title compound (0.65 g). Reactants: ON=C(C1=CC(=CC=C1)I)N (N′-hydroxy-3-iodobenzamidine), C(C)(=O)Cl (acetyl chloride). The solvent is N1=CC=CC=C1 (pyridine), C(C)(=O)OCC (ethyl acetate). Reaction conditions: time 1 hour. Product: IC=1C=C(C=CC1)C1=NOC(=N1)C (3-(3-iodophenyl)-5-methyl-1,2,4-oxadiazole). The yield is 38.5%. Reaction SMILES: [OH:1][N:2]=[C:3]([NH2:11])[C:4]1[CH:9]=[CH:8][CH:7]=[C:6]([I:10])[CH:5]=1.[C:12](Cl)(=O)[CH3:13]>N1C=CC=CC=1.C(OCC)(=O)C>[I:10][C:6]1[CH:5]=[C:4]([C:3]2[N:11]=[C:12]([CH3:13])[O:1][N:2]=2)[CH:9]=[CH:8][CH:7]=1. Procedure: N′-Hydroxy-3-iodobenzamidine (1.80 g, 6.87 mmol) obtained in Step 1 was dissolved in pyridine (14 mL), and the mixture was stirred at room temperature for 1 hour after adding acetyl chloride (0.551 mL, 6.87 mmol). The mixture was cooled to room temperature after further stirring at 90° C. for 4 hours. After diluting the mixture with ethyl acetate, the organic layer was washed with 1 mol/L hydrochloric acid and saturated brine, and dried over anhydrous magnesium sulfate. The residue obtained upon... Reactants: CN(C)C1=CC=C(C(C2=CC=C(C=C2)N(C)C)O)C=C1 (4,4'-bis(N,N-dimethylamino)benzhydrol), COC (methyl ether), C(CO)(=O)OCC1=CC=CC=C1 (benzyl glycolate), O1CCCC1 (tetrahydrofuran). Reagents/catalysts: CS(=O)(=O)O (methanesulfonic acid). Run in CCCCCC (hexane). The product is CN(C1=CC=C(C=C1)C(OCC(=O)OCC1=CC=CC=C1)C1=CC=C(C=C1)N(C)C)C (Bis(p-dimethylaminophenyl)Methoxy Acetic Acid, Benzyl Ester). Reaction SMILES: [CH3:1][N:2]([C:4]1[CH:20]=[CH:19][C:7]([CH:8]([OH:18])[C:9]2[CH:14]=[CH:13][C:12]([N:15]([CH3:17])[CH3:16])=[CH:11][CH:10]=2)=[CH:6][CH:5]=1)[CH3:3].COC.[C:24]([O:28][CH2:29][C:30]1[CH:35]=[CH:34][CH:33]=[CH:32][CH:31]=1)(=[O:27])[CH2:25]O.O1CCCC1>CS(O)(=O)=O.CCCCCC>[CH3:17][N:15]([CH3:16])[C:12]1[CH:13]=[CH:14][C:9]([CH:8]([C:7]2[CH:19]=[CH:20][C:4]([N:2]([CH3:1])[CH3:3])=[CH:5][CH:6]=2)[O:18][CH2:25][C:24]([O:28][CH2:29][C:30]2[CH:35]=[CH:34][CH:33]=[CH:32][CH:31]=2)=[O:27])=[CH:10][CH:11]=1. Procedure: A solution of 4,4'-bis(N,N-dimethylamino)benzhydrol, methyl ether (11.0 g, 0.039 mole), benzyl glycolate (6.6 g, 0.039 mole), 90 ml of tetrahydrofuran, 200 ml of hexane, and 10 drops of methanesulfonic acid was refluxed for 6 hours, replacing solvent as distillate was removed; then, 10 drops of tetramethylguanidine was added to discharge the color and the reaction mixture was filtered hot and cooled. A white solid formed which was filtered, washed with petroleum ether and then recrystallized fro... Reactants: C(C#C)N1CCCC1 (N-Propargylpyrrolidine), ClC1=CC=C(C=C1)/C(=C/COC1=CC(=C(OCC(=O)OC)C=C1)C)/C1=CC=C(C=C1)I (methyl (Z)-[4-[3-(4-chlorophenyl)-3-(4-iodophenyl)allyloxy]-2-methylphenoxy]acetate). The reagents and catalysts are C=1C=CC(=CC1)[P](C=2C=CC=CC2)(C=3C=CC=CC3)[Pd]([P](C=4C=CC=CC4)(C=5C=CC=CC5)C=6C=CC=CC6)([P](C=7C=CC=CC7)(C=8C=CC=CC8)C=9C=CC=CC9)[P](C=1C=CC=CC1)(C=1C=CC=CC1)C=1C=CC=CC1 (tetrakis(triphenylphosphine)palladium), [Cu]I (copper(I) iodide). The solvent is O1CCCC1 (tetrahydrofuran), C(C)N(CC)CC (triethylamine), C1=CC=CC=C1 (benzene). Conditions: time 72 hour. Product: ClC1=CC=C(C=C1)/C(=C/COC1=CC(=C(OCC(=O)OC)C=C1)C)/C1=CC=C(C=C1)C#CCN1CCCC1 (methyl (E)-[4-[3-(4-chlorophenyl)-3-[4-[3-(pyrrolidin-1-yl)propynyl]phenyl]allyloxy]-2-methylphenoxy]-acetate). As a reaction SMILES: [CH2:1]([N:4]1[CH2:8][CH2:7][CH2:6][CH2:5]1)[C:2]#[CH:3].[Cl:9][C:10]1[CH:15]=[CH:14][C:13](/[C:16](/[C:33]2[CH:38]=[CH:37][C:36](I)=[CH:35][CH:34]=2)=[CH:17]/[CH2:18][O:19][C:20]2[CH:31]=[CH:30][C:23]([O:24][CH2:25][C:26]([O:28][CH3:29])=[O:27])=[C:22]([CH3:32])[CH:21]=2)=[CH:12][CH:11]=1>O1CCCC1.C(N(CC)CC)C.C1C=CC=CC=1.C1C=CC([P]([Pd]([P](C2C=CC=CC=2)(C2C=CC=CC=2)C2C=CC=CC=2)([P](C2C=CC=CC=2)(C2C=CC=CC=2)C2C=CC=CC=2)[P](C2C=CC=CC=2)(C2C=CC=CC=2)C2C=CC=CC=2)(C2C=CC=CC=2)C2C=CC=CC=2)=CC=1.[Cu]I>[Cl:9][C:10]1[CH:11]=[CH:12][C:13](/[C:16](/[C:33]2[CH:34]=[CH:35][C:36]([C:3]#[C:2][CH2:1][N:4]3[CH2:8][CH2:7][CH2:6][CH2:5]3)=[CH:37][CH:38]=2)=[CH:17]/[CH2:18][O:19][C:20]2[CH:31]=[CH:30][C:23]([O:24][CH2:25][C:26]([O:28][CH3:29])=[O:27])=[C:22]([CH3:32])[CH:21]=2)=[CH:14][CH:15]=1 |^1:61,63,82,101|. Procedure: N-Propargylpyrrolidine (300 mg, 2.75 mmol) was added under nitrogen atmosphere to a degassed solution of methyl (Z)-[4-[3-(4-chlorophenyl)-3-(4-iodophenyl)allyloxy]-2-methylphenoxy]acetate (500 mg, 0.91 mmol) in a mixture of tetrahydrofuran (8 mL) and triethylamine (8 mL) The solution was cooled, tetrakis(triphenylphosphine)palladium (96 mg, 0.083 mmol) and copper(I) iodide (27.6 mg, 0.145 mmol) were added. The reaction mixture was stirred at ambient temperature for 72 h, diluted with benzene (1... The reactants are CC(=O)c1ccc2c(ccn2C(=O)OC(C)(C)C)c1, [Na+], O=C([O-])O, OCCO, c1ccccc1. Yields the product CC(C)(C)OC(=O)n1ccc2cc(C3(C)OCCO3)ccc21. As a reaction SMILES: [C:1]([CH3:2])([CH3:3])([CH3:4])[O:5][C:6](=[O:7])[n:8]1[cH:9][cH:10][c:11]2[cH:12][c:13]([C:17]([CH3:18])=[O:19])[cH:14][cH:15][c:16]12.[Na+:28].[O-:24][C:25]([OH:26])=[O:27].[OH:20][CH2:21][CH2:22][OH:23].[cH:29]1[cH:30][cH:31][cH:32][cH:33][cH:34]1>>[C:1]([CH3:2])([CH3:3])([CH3:4])[O:5][C:6](=[O:7])[n:8]1[cH:9][cH:10][c:11]2[cH:12][c:13]([C:17]3([CH3:18])[O:19][CH2:22][CH2:21][O:20]3)[cH:14][cH:15][c:16]12.